Dataset: the Open Reaction Database (ORD), a public repository of structured organic reaction records. Task: describe an organic reaction: reactants, conditions, products, and yield The product is Cl.ClC1=C(C=CC(=C1N)Cl)O (2,4-dichloro-3-aminophenol hydrochloride). Procedure: 85 g. of 2,4-dichloro-3-nitrophenol was reduced in 900 ml. of ethanol with 9 g. of Raney nickel as a catalyst at 40° C. and 20 excess atmosphere hydrogen pressure. After the reduction, the solution was liberated of the catalyst, acidified with hydrochloric acid, and prepared in the usual manner. 62 g. of 2,4-dichloro-3-aminophenol hydrochloride (equivalent to 70.4% of theory) was obtained in the form of white crystals with a decomposition point of 177°-183° C. The mass spectrum showed 178 mols (... Solvent: C(C)O (ethanol). Reactants: ClC1=C(C=CC(=C1[N+](=O)[O-])Cl)O (2,4-dichloro-3-nitrophenol), [H][H] (hydrogen), Cl (hydrochloric acid). The reagents and catalysts are [Ni] (Raney nickel). Yield: 70.4%. As a reaction SMILES: [Cl:1][C:2]1[C:7]([N+:8]([O-])=O)=[C:6]([Cl:11])[CH:5]=[CH:4][C:3]=1[OH:12].[H][H].Cl>[Ni].C(O)C>[ClH:1].[Cl:1][C:2]1[C:7]([NH2:8])=[C:6]([Cl:11])[CH:5]=[CH:4][C:3]=1[OH:12] |f:5.6|. The reactants are ClCCl, NC1CC1, Fc1ccc(Br)cc1COCC#CCBr, C1CCOC1. Product: Fc1ccc(Br)cc1COCC#CCNC1CC1. RXN SMILES: [CH2:25]([Cl:26])[Cl:27].[CH:1]1([NH2:4])[CH2:2][CH2:3]1.[F:5][c:6]1[c:7]([CH2:8][O:9][CH2:10][C:11]#[C:12][CH2:13][Br:14])[cH:15][c:16]([Br:19])[cH:17][cH:18]1.[O:20]1[CH2:21][CH2:22][CH2:23][CH2:24]1>>[CH:1]1([NH:4][CH2:13][C:12]#[C:11][CH2:10][O:9][CH2:8][c:7]2[c:6]([F:5])[cH:18][cH:17][c:16]([Br:19])[cH:15]2)[CH2:2][CH2:3]1.